This data is from the Open Reaction Database (ORD), a public repository of structured organic reaction records. The task is: describe an organic reaction: reactants, conditions, products, and yield The reactants are C1CCOC1, Cl, [Li+], [OH-], O, CCOC(=O)CC(Cc1ccc(OCCc2ccc3c(n2)NCCC3)cc1)c1cccnc1. Yields the product O=C(O)CC(Cc1ccc(OCCc2ccc3c(n2)NCCC3)cc1)c1cccnc1. As a reaction SMILES: [CH2:37]1[O:38][CH2:39][CH2:40][CH2:41]1.[ClH:36].[Li+:2].[OH-:1].[OH2:42].[n:3]1[cH:4][c:5]([CH:9]([CH2:10][C:11](=[O:12])[O:13][CH2:14][CH3:15])[CH2:16][c:17]2[cH:18][cH:19][c:20]([O:23][CH2:24][CH2:25][c:26]3[n:27][c:28]4[c:33]([cH:34][cH:35]3)[CH2:32][CH2:31][CH2:30][NH:29]4)[cH:21][cH:22]2)[cH:6][cH:7][cH:8]1>>[n:3]1[cH:4][c:5]([CH:9]([CH2:10][C:11](=[O:12])[OH:13])[CH2:16][c:17]2[cH:18][cH:19][c:20]([O:23][CH2:24][CH2:25][c:26]3[n:27][c:28]4[c:33]([cH:34][cH:35]3)[CH2:32][CH2:31][CH2:30][NH:29]4)[cH:21][cH:22]2)[cH:6][cH:7][cH:8]1. The reactants are O=C1NC2=C(N1C1CCN(CC1)CCCN1C(N(C3=C1C=CC(=C3)C)C(=C)C)=O)C=CC=C2 (1-{3-[4-(2,3-dihydro-2-oxo-1H-benzimidazol-1-yl)-1-piperidinyl]propyl}-1,3-dihydro-5-methyl-3-(1-methylethenyl)-2H-benzimidazol-2-one), Cl (hydrochloric acid), O (water). Solvent: C(C)O (ethanol). Run at temperature 50 celsius, time 1 hour. Yields the product O.Cl.O=C1NC2=C(N1C1CCN(CC1)CCCN1C(NC3=C1C=CC(=C3)C)=O)C=CC=C2 (1-{3-[4-(2,3-dihydro-2-oxo-1H-benzimidazol-1-yl)-1-piperidinyl]propyl}-1,3-dihydro-5-methyl-2H-benzimidazol-2-one hydrochloride hydrate). Isolated yield 40.0%. As a reaction SMILES: [O:1]=[C:2]1[N:6]([CH:7]2[CH2:12][CH2:11][N:10]([CH2:13][CH2:14][CH2:15][N:16]3[C:20]4[CH:21]=[CH:22][C:23]([CH3:25])=[CH:24][C:19]=4[N:18](C(C)=C)[C:17]3=[O:29])[CH2:9][CH2:8]2)[C:5]2[CH:30]=[CH:31][CH:32]=[CH:33][C:4]=2[NH:3]1.[ClH:34].O>C(O)C>[OH2:1].[ClH:34].[O:1]=[C:2]1[N:6]([CH:7]2[CH2:12][CH2:11][N:10]([CH2:13][CH2:14][CH2:15][N:16]3[C:20]4[CH:21]=[CH:22][C:23]([CH3:25])=[CH:24][C:19]=4[NH:18][C:17]3=[O:29])[CH2:9][CH2:8]2)[C:5]2[CH:30]=[CH:31][CH:32]=[CH:33][C:4]=2[NH:3]1 |f:4.5.6|. Procedure details: A mixture of 6 parts of 1-{3-[4-(2,3-dihydro-2-oxo-1H-benzimidazol-1-yl)-1-piperidinyl]propyl}-1,3-dihydro-5-methyl-3-(1-methylethenyl)-2H-benzimidazol-2-one, 12 parts of a hydrochloric acid solution, 30 parts of water and 40 parts of ethanol is stirred first for a while at 50° C. and further for 1 hour at room temperature. The reaction mixture is evaporated and the residue is crystallized from a mixture of 4-methyl-2-pentanone and 2-propanol. The product is filtered off and dried, yielding 3.7 ... Reaction SMILES: [Cl:1][C:2]1[C:3]([C:7]2[CH:12]=[CH:11][CH:10]=[C:9]([C:13]([F:16])([F:15])[F:14])[CH:8]=2)=[CH:4][NH:5][CH:6]=1.[C:17](N1C=CN=C1)(=[O:19])[CH3:18]>>[C:17]([N:5]1[CH:6]=[C:2]([Cl:1])[C:3]([C:7]2[CH:12]=[CH:11][CH:10]=[C:9]([C:13]([F:16])([F:14])[F:15])[CH:8]=2)=[CH:4]1)(=[O:19])[CH3:18]. Product: C(C)(=O)N1C=C(C(=C1)Cl)C1=CC(=CC=C1)C(F)(F)F (1-acetyl-4-chloro-3-(3-trifluoromethylphenyl)pyrol). Reported procedure: The mixture of 1 g of 4-chloro-3-(3-trifluoromethylphenyl)pyrol and 2 g of N-acetylimidazole was fused for 1.5 hours at 140°-150° C. The resulding reaction mixture was purified by silicagel chloromatography using 10% solution of aceton in n-hexane as solvent to obtain 0.8 g of the desired product (pale reddish brown crystal, m.p. 70°-71.5° C.). Starting materials: ClC=1C(=CNC1)C1=CC(=CC=C1)C(F)(F)F (4-chloro-3-(3-trifluoromethylphenyl)pyrol), C(C)(=O)N1C=NC=C1 (N-acetylimidazole). Run at time 1.5 hour. The yield is 68.3%. The reactants are CCOCC1CC(C(=O)OCC)=NO1, CCO, Cl, [Na+], [OH-]. Product: CCOCC1CC(C(=O)O)=NO1. As a reaction SMILES: [CH2:3]([CH3:4])[O:5][CH2:6][CH:7]1[CH2:8][C:9]([C:12](=[O:13])[O:14][CH2:15][CH3:16])=[N:10][O:11]1.[CH3:18][CH2:19][OH:20].[ClH:17].[Na+:2].[OH-:1]>>[CH2:3]([CH3:4])[O:5][CH2:6][CH:7]1[CH2:8][C:9]([C:12](=[O:13])[OH:14])=[N:10][O:11]1. Reactants: CC(=O)c1nc2ccccc2cc1O, CN(C)c1ccncc1, COc1cc2nccc(Cl)c2cc1OC, Clc1ccccc1Cl, O. The product is COc1cc2nccc(Oc3cc4ccccc4nc3C(C)=O)c2cc1OC. Reaction SMILES: [C:1]([CH3:2])(=[O:3])[c:4]1[n:5][c:6]2[cH:7][cH:8][cH:9][cH:10][c:11]2[cH:12][c:13]1[OH:14].[CH3:31][N:32]([CH3:33])[c:34]1[cH:35][cH:36][n:37][cH:38][cH:39]1.[Cl:15][c:16]1[cH:17][cH:18][n:19][c:20]2[cH:21][c:22]([O:28][CH3:29])[c:23]([O:26][CH3:27])[cH:24][c:25]12.[Cl:40][c:41]1[cH:42][cH:43][cH:44][cH:45][c:46]1[Cl:47].[OH2:30]>>[C:1]([CH3:2])(=[O:3])[c:4]1[n:5][c:6]2[cH:7][cH:8][cH:9][cH:10][c:11]2[cH:12][c:13]1[O:14][c:16]1[cH:17][cH:18][n:19][c:20]2[cH:21][c:22]([O:28][CH3:29])[c:23]([O:26][CH3:27])[cH:24][c:25]12. Starting materials: CN1CCOCC1 (NMM), ClS(=O)(=O)C1=C(C(N(C=C1)CC(=O)OCC)=O)N(C(=O)OC(C)(C)C)C(=O)OC(C)(C)C (4-chlorosulfonyl-3-(N,N-di-t-butoxycarbonylamino)-1-ethyloxycarbonylmethyl-2-pyridinone), Cl.C1(CCC1)CN (cyclobutylmethylamine hydrochloride). The solvent is C(Cl)Cl (methylene chloride), C(Cl)Cl (methylene chloride). Product: NC=1C(N(C=CC1S(NCC1CCC1)(=O)=O)CC(=O)OCC)=O (3-Amino-4-(N-cyclobutylmethylsulfamoyl)-1-ethoxycarbonylmethyl-2-pyridinone). RXN SMILES: CN1CCOCC1.Cl[S:9]([C:12]1[CH:17]=[CH:16][N:15]([CH2:18][C:19]([O:21][CH2:22][CH3:23])=[O:20])[C:14](=[O:24])[C:13]=1[N:25](C(OC(C)(C)C)=O)C(OC(C)(C)C)=O)(=[O:11])=[O:10].Cl.[CH:41]1([CH2:45][NH2:46])[CH2:44][CH2:43][CH2:42]1>C(Cl)Cl>[NH2:25][C:13]1[C:14](=[O:24])[N:15]([CH2:18][C:19]([O:21][CH2:22][CH3:23])=[O:20])[CH:16]=[CH:17][C:12]=1[S:9](=[O:10])(=[O:11])[NH:46][CH2:45][CH:41]1[CH2:44][CH2:43][CH2:42]1 |f:2.3|. Procedure: NMM (1.43 mL, 13.0 mmol) was added to a stirred mixture of 4-chlorosulfonyl-3-(N,N-di-t-butoxycarbonylamino)-1-ethyloxycarbonylmethyl-2-pyridinone (as a mixture from Step H, 0.84 g) and cyclobutylmethylamine hydrochloride (348 mg, 2.86 mmol) in methylene chloride (15 mL). After 16 h the reaction was diluted with methylene chloride and washed with 10% citric acid solution. The organic layer was dried (Na2SO4) and evaporated. The residue was purified by flash column chromatography on silica (40% e... The reactants are C(C1=CC=CC=C1)=O (benzaldehyde), C[Si](C)(C)C[Mg]Cl ((trimethylsilyl)methyl magnesium chloride), [NH4+].[Cl-] (NH4Cl). Solvent: CCOCC (ether), CCOCC (ether). Conditions: temperature 0 celsius, time 2 hour. The product is C1(=CC=CC=C1)C(C[Si](C)(C)C)O (1-phenyl-2-(trimethylsilyl)ethanol). As a reaction SMILES: [CH:1](=[O:8])[C:2]1[CH:7]=[CH:6][CH:5]=[CH:4][CH:3]=1.[NH4+].[Cl-].[CH3:11][Si:12]([CH2:15][Mg]Cl)([CH3:14])[CH3:13]>CCOCC>[C:2]1([CH:1]([OH:8])[CH2:11][Si:12]([CH3:15])([CH3:14])[CH3:13])[CH:7]=[CH:6][CH:5]=[CH:4][CH:3]=1 |f:1.2|. Procedure: To benzaldehyde (2.17 g, 20.4 mmol) in 20 mL of ether, 1 M (trimethylsilyl)methyl magnesium chloride solution in ether (28.6 mL) was added at 0° C. After two hours of stirring at 0° C., a saturated NH4Cl solution was added and the mixture was extracted with ether (3×). The combined organic extract was dried (Na2SO4), filtered, and concentrated to give the title product (4.12 g). The reactants are CC(=O)[O-], CC(=O)O, CC[N+](=O)[O-], [NH4+], O, O=Cc1cccc(O)c1. Product: CC(=Cc1cccc(O)c1)[N+](=O)[O-]. As a reaction SMILES: [CH3:16][C:17](=[O:18])[O-:19].[CH3:21][C:22](=[O:23])[OH:24].[N+:10](=[O:11])([O-:12])[CH2:13][CH3:14].[NH4+:15].[OH2:20].[OH:1][c:2]1[cH:3][c:4]([CH:5]=[O:6])[cH:7][cH:8][cH:9]1>>[OH:1][c:2]1[cH:3][c:4]([CH:5]=[C:13]([N+:10](=[O:11])[O-:12])[CH3:14])[cH:7][cH:8][cH:9]1. Reactants: C(C)(=O)O (acetic acid), [Na] (sodium), OC(C(=O)OCC)C(=C)C1=CC(=CC=C1)C(C1=CC=CC=C1)=O (ethyl 2-hydroxy-3-(3-benzoylphenyl)-3-butenoate). Run in C(C)O (ethanol), C(C)O (ethanol). Product: CC(C(C(=O)OCC)=O)C1=CC(=CC=C1)C(C1=CC=CC=C1)=O (ethyl 3-methyl-3-(3-benzoylphenyl)-pyruvate). The yield is 73.3%. Reaction SMILES: [Na].[OH:2][CH:3]([C:9]([C:11]1[CH:16]=[CH:15][CH:14]=[C:13]([C:17](=[O:24])[C:18]2[CH:23]=[CH:22][CH:21]=[CH:20][CH:19]=2)[CH:12]=1)=[CH2:10])[C:4]([O:6][CH2:7][CH3:8])=[O:5].C(O)(=O)C>C(O)C>[CH3:10][CH:9]([C:11]1[CH:16]=[CH:15][CH:14]=[C:13]([C:17](=[O:24])[C:18]2[CH:19]=[CH:20][CH:21]=[CH:22][CH:23]=2)[CH:12]=1)[C:3](=[O:2])[C:4]([O:6][CH2:7][CH3:8])=[O:5] |^1:0|. Reported procedure: To a solution of 0.5 g of metallic sodium in 50 ml of anhydrous ethanol was added a solution of 3.0 g of ethyl 2-hydroxy-3-(3-benzoylphenyl)-3-butenoate in 20 ml of anhydrous ethanol. The resulting mixture was refluxed for 20 minutes and then cooled. The reaction liquid was charged with 5 ml of glacial acetic acid, and the ethanol was removed therefrom by distillation at a low temperature and under reduced pressure. The residue was charged with ethyl acetate and water, thereby effecting ethyl ac...